This data is from the Open Reaction Database (ORD), a public repository of structured organic reaction records. The task is: describe an organic reaction: reactants, conditions, products, and yield Reactants: COC(=O)c1c(-c2cc(OC)c(OC)c(OC)c2)c2ccccc2c(=O)n1NC(=O)OC(C)(C)C, O=C([O-])[O-], CI, CN(C)C=O, ClC(Cl)Cl, [K+], [K+], O. Yields the product COC(=O)c1c(-c2cc(OC)c(OC)c(OC)c2)c2ccccc2c(=O)n1N(C)C(=O)OC(C)(C)C. RXN SMILES: [C:1]([CH3:2])([CH3:3])([CH3:4])[O:5][C:6](=[O:7])[NH:8][n:9]1[c:10](=[O:35])[c:11]2[cH:12][cH:13][cH:14][cH:15][c:16]2[c:17](-[c:23]2[cH:24][c:25]([O:33][CH3:34])[c:26]([O:31][CH3:32])[c:27]([O:29][CH3:30])[cH:28]2)[c:18]1[C:19](=[O:20])[O:21][CH3:22].[C:36](=[O:37])([O-:38])[O-:39].[CH3:42][I:43].[CH3:48][N:49]([CH3:50])[CH:51]=[O:52].[CH:44]([Cl:45])([Cl:46])[Cl:47].[K+:40].[K+:41].[OH2:53]>>[C:1]([CH3:2])([CH3:3])([CH3:4])[O:5][C:6](=[O:7])[N:8]([n:9]1[c:10](=[O:35])[c:11]2[cH:12][cH:13][cH:14][cH:15][c:16]2[c:17](-[c:23]2[cH:24][c:25]([O:33][CH3:34])[c:26]([O:31][CH3:32])[c:27]([O:29][CH3:30])[cH:28]2)[c:18]1[C:19](=[O:20])[O:21][CH3:22])[CH3:36]. Starting materials: O(C1=CC=CC=C1)C1=CC=C(C#N)C=C1 (4-phenoxybenzonitrile), C(CCC)[Sn](CCCC)=O (dibutyltin oxide), C[Si](C)(C)N=[N+]=[N-] (trimethylsilyl azide). Solvent: C1(=CC=CC=C1)C (toluene). The product is O(C1=CC=CC=C1)C1=CC=C(C=C1)C1=NN=NN1 (5-(4-phenoxyphenyl)-1H-tetrazole). As a reaction SMILES: [O:1]([C:8]1[CH:15]=[CH:14][C:11]([C:12]#[N:13])=[CH:10][CH:9]=1)[C:2]1[CH:7]=[CH:6][CH:5]=[CH:4][CH:3]=1.C([Sn](=O)CCCC)CCC.C[Si]([N:30]=[N+:31]=[N-:32])(C)C>C1(C)C=CC=CC=1>[O:1]([C:8]1[CH:9]=[CH:10][C:11]([C:12]2[NH:32][N:31]=[N:30][N:13]=2)=[CH:14][CH:15]=1)[C:2]1[CH:3]=[CH:4][CH:5]=[CH:6][CH:7]=1. Procedure: A solution of 4-phenoxybenzonitrile (9.87 g), dibutyltin oxide (3.88 g), and trimethylsilyl azide (33.5 ml) in anhydrous toluene (200 ml) was heated to reflux for 6 hours. The reaction mixture was washed with 1.6M sodium hydroxide (2×250 ml). The combined aqueous layer was washed with diethyl ether (4×120 ml) then acidified to pH 6 with concentrated hydrochloric acid. The acidic solution was washed with ethyl acetate (3×200 ml) and the combined organic layer was dried over anhydrous sodium sulfa... Reactants: BrC1=CC(=C(CBr)C=C1)F (4-bromo-2-fluorobenzyl bromide), O (water), C([O-])([O-])=O.[K+].[K+] (potassium carbonate), FC(C=1C=CC=C2C(C(NC12)=O)=O)(F)F (7-trifluoromethyl indoline-2,3-dione). Run in ClC1=CC=CC=C1 (chlorobenzene), O1CCCC1 (tetrahydrofuran), CN(C=O)C (N,N-dimethylformamide). Reaction conditions: time 2 hour. Yields the product BrC1=CC(=C(CN2C(C(C3=CC=CC(=C23)C(F)(F)F)=O)=O)C=C1)F (1-(4-bromo-2-fluorobenzyl)-7-trifluoromethyl indoline-2,3-dione). RXN SMILES: C(=O)([O-])[O-].[K+].[K+].[F:7][C:8]([F:21])([F:20])[C:9]1[CH:10]=[CH:11][CH:12]=[C:13]2[C:17]=1[NH:16][C:15](=[O:18])[C:14]2=[O:19].[Br:22][C:23]1[CH:30]=[CH:29][C:26]([CH2:27]Br)=[C:25]([F:31])[CH:24]=1.O>CN(C)C=O.ClC1C=CC=CC=1.O1CCCC1>[Br:22][C:23]1[CH:30]=[CH:29][C:26]([CH2:27][N:16]2[C:17]3[C:13](=[CH:12][CH:11]=[CH:10][C:9]=3[C:8]([F:7])([F:20])[F:21])[C:14](=[O:19])[C:15]2=[O:18])=[C:25]([F:31])[CH:24]=1 |f:0.1.2|. Procedure: Anhydrous potassium carbonate (10.7 g.) and 7-trifluoromethyl indoline-2,3-dione (14.4 g.) were stirred in N,N-dimethylformamide (DMF) (100 ml.) for 30 minutes. A portion (78.9 ml.) of a 25% w/v solution of 4-bromo-2-fluorobenzyl bromide in chlorobenzene was then added and the mixture was stirred at 75°-78° C. for 2 hours. The mixture was then cooled to ambient temperature and poured into water (400 ml.). Petrol 60-80 (200 ml.) was added to the aqueous mixture and the whole was stirred for 30 mi... Reactants: O=Cc1cccc(OCc2ccc(C(=O)c3ccccc3)cc2)c1, CC(=O)[O-], CC(=O)O, [Na+], O=C1CSC(=S)N1. Product: O=C1NC(=S)SC1=Cc1cccc(OCc2ccc(C(=O)c3ccccc3)cc2)c1. RXN SMILES: [C:1]([c:2]1[cH:3][cH:4][cH:5][cH:6][cH:7]1)(=[O:8])[c:9]1[cH:10][cH:11][c:12]([CH2:13][O:14][c:15]2[cH:16][c:17]([CH:18]=[O:19])[cH:20][cH:21][cH:22]2)[cH:23][cH:24]1.[CH3:33][C:34](=[O:35])[O-:36].[CH3:37][C:38](=[O:39])[OH:40].[Na+:32].[S:25]1[C:26](=[S:27])[NH:28][C:29](=[O:30])[CH2:31]1>>[C:1]([c:2]1[cH:3][cH:4][cH:5][cH:6][cH:7]1)(=[O:8])[c:9]1[cH:10][cH:11][c:12]([CH2:13][O:14][c:15]2[cH:16][c:17]([CH:18]=[C:31]3[S:25][C:26](=[S:27])[NH:28][C:29]3=[O:30])[cH:20][cH:21][cH:22]2)[cH:23][cH:24]1. The reactants are C([O-])(O)=O.[Na+] (sodium bicarbonate), ClC=1C=C(C=CC1Cl)NC(=O)N1CCNCC1 (N-(3,4-dichlorophenyl)piperazine-1-carboxamide), C(=O)(OC(C)(C)C)N1CC(CC1)=O (1-N—BOC-3-pyrrolidinone), C(C)(=O)O[BH-](OC(C)=O)OC(C)=O.[Na+] (sodium triacetoxyborohydride). Solvent: ClCCl (dichloromethane). Conditions: time 8 hour. The product is ClC=1C=C(C=CC1Cl)NC(=O)N1CCN(CC1)C1CN(CC1)C(=O)OC(C)(C)C (tert-Butyl 3-(4-{[(3,4-dichlorophenyl)amino]carbonyl}piperazin-1-yl)pyrrolidine-1-carboxylate). Yield: 88.0%. As a reaction SMILES: [Cl:1][C:2]1[CH:3]=[C:4]([NH:9][C:10]([N:12]2[CH2:17][CH2:16][NH:15][CH2:14][CH2:13]2)=[O:11])[CH:5]=[CH:6][C:7]=1[Cl:8].[C:18]([N:25]1[CH2:29][CH2:28][C:27](=O)[CH2:26]1)([O:20][C:21]([CH3:24])([CH3:23])[CH3:22])=[O:19].C(O[BH-](OC(=O)C)OC(=O)C)(=O)C.[Na+].C(=O)(O)[O-].[Na+]>ClCCl>[Cl:1][C:2]1[CH:3]=[C:4]([NH:9][C:10]([N:12]2[CH2:17][CH2:16][N:15]([CH:28]3[CH2:27][CH2:26][N:25]([C:18]([O:20][C:21]([CH3:24])([CH3:23])[CH3:22])=[O:19])[CH2:29]3)[CH2:14][CH2:13]2)=[O:11])[CH:5]=[CH:6][C:7]=1[Cl:8] |f:2.3,4.5|. Reported procedure: N-(3,4-dichlorophenyl)piperazine-1-carboxamide (0.548 g, 2 mmols) and 1-N—BOC-3-pyrrolidinone (370 mg, 2 mmols) were stirred at room temperature in dichloromethane (20 ml) for approximately 15 minutes. Added to this mixture was sodium triacetoxyborohydride (1.06 g, 5 mmols) and the reaction stirred overnight at room temperature. Saturated sodium bicarbonate solution (5 ml) was added and the mixture stirred for 1 hour then poured onto a hydromatrix column and the product eluted with dichlorometha... The reactants are CCCOc1cc(NC(=O)OC(C)(C)C)c(NC(=O)CC(=O)c2cccc(-c3cccnc3)c2)cc1C(F)(F)F, ClCCl, O=C(O)C(F)(F)F. The product is CCCOc1cc2c(cc1C(F)(F)F)NC(=O)CC(c1cccc(-c3cccnc3)c1)=N2. As a reaction SMILES: [C:1]([O:2][C:3](=[O:4])[NH:7][c:8]1[c:9]([NH:22][C:23]([CH2:24][C:25](=[O:5])[c:26]2[cH:27][c:28](-[c:32]3[cH:33][n:34][cH:35][cH:36][cH:37]3)[cH:29][cH:30][cH:31]2)=[O:39])[cH:10][c:11]([C:18]([F:19])([F:20])[F:21])[c:12]([O:14][CH2:15][CH2:16][CH3:17])[cH:13]1)([CH3:6])([CH3:38])[CH3:40].[Cl:48][CH2:49][Cl:50].[F:41][C:42]([F:43])([F:44])[C:45]([OH:46])=[O:47]>>[N:7]1=[C:25]([c:26]2[cH:27][c:28](-[c:32]3[cH:33][n:34][cH:35][cH:36][cH:37]3)[cH:29][cH:30][cH:31]2)[CH2:24][C:23](=[O:39])[NH:22][c:9]2[c:8]1[cH:13][c:12]([O:14][CH2:15][CH2:16][CH3:17])[c:11]([C:18]([F:19])([F:20])[F:21])[cH:10]2. Reactants: CCn1cc(C(=O)O)c(=O)c2cc(F)c(N3CCOC(CNC=O)C3)c(F)c21, CO, Cl, O. Product: CCn1cc(C(=O)O)c(=O)c2cc(F)c(N3CCOC(CN)C3)c(F)c21, Cl. RXN SMILES: [CH2:1]([CH3:2])[n:3]1[cH:4][c:5]([C:26](=[O:27])[OH:28])[c:6](=[O:25])[c:7]2[cH:8][c:9]([F:24])[c:10]([N:14]3[CH2:15][CH:16]([CH2:20][NH:21][CH:22]=[O:23])[O:17][CH2:18][CH2:19]3)[c:11]([F:13])[c:12]12.[CH3:31][OH:32].[ClH:29].[OH2:30]>>[CH2:1]([CH3:2])[n:3]1[cH:4][c:5]([C:26](=[O:27])[OH:28])[c:6](=[O:25])[c:7]2[cH:8][c:9]([F:24])[c:10]([N:14]3[CH2:15][CH:16]([CH2:20][NH2:21])[O:17][CH2:18][CH2:19]3)[c:11]([F:13])[c:12]12.[ClH:29]. Reactants: O (H2O), C(C#C)(=O)O (propiolic acid), C([O-])([O-])=O.[K+].[K+] (potassium carbonate), C(C1=CC=CC=C1)Br (benzyl bromide). The solvent is CN(C)C=O (DMF). Conditions: time 16 hour. Yields the product C1(=CC=CC=C1)COC(C#C)=O (2-propynoic acid phenylmethyl ester). The yield is 77.8%. As a reaction SMILES: [C:1]([OH:5])(=[O:4])[C:2]#[CH:3].C(=O)([O-])[O-].[K+].[K+].[CH2:12](Br)[C:13]1[CH:18]=[CH:17][CH:16]=[CH:15][CH:14]=1.O>CN(C=O)C>[C:13]1([CH2:12][O:4][C:1](=[O:5])[C:2]#[CH:3])[CH:18]=[CH:17][CH:16]=[CH:15][CH:14]=1 |f:1.2.3|. Reported procedure: To a stirring mixture of propiolic acid (1.79 mL (2.04 g), 28.65 mmol) and potassium carbonate (4.87 g, 35.2 mmol) in anhydrous DMF (40 mL) was added benzyl bromide (3.78 mL (5.43 g of 99% pure), 31.4 mmol). The reaction mixture was stirred at room temperature for 16 h. The resulting heterogeneous mixture was poured into 40 mL of H2O and was extracted with ethyl ether (3×40 mL). The combined ether extracts were dried (Na2SO4). Filtration and concentration provided 12.16 g of crude product, which...